describe an organic reaction: reactants, conditions, products, and yield From a dataset of the Open Reaction Database (ORD), a public repository of structured organic reaction records. Reactants: crude product, FC(C(C(C(S(=O)(=O)[O-])(F)F)(F)F)(F)F)(F)F.C(CCC)OC1=CC=C(C=C1)[S+](C1=CC=C(C=C1)OCCCC)C1=CC=C(C=C1)OCCCC (tris-(4-butoxyphenyl) sulfonium nonafluorobutane sulfonate), FC(C(C(C(S(=O)(=O)O)(F)F)(F)F)(F)F)(F)F (nonafluorobutane sulfonic acid). Run in CN(C=O)C (N,N-dimethylformamide), C(C)O (ethanol). The product is FC(C(C(C(S(=O)(=O)[O-])(F)F)(F)F)(F)F)(F)F.OC1=CC=C(C=C1)[S+](C1=CC=C(C=C1)O)C1=CC=C(C=C1)O (tris-(4-hydroxyphenyl) sulfonium nonafluorobutane sulfonate). Yield: 100.0%. RXN SMILES: [F:1][C:2]([F:17])([F:16])[C:3]([F:15])([F:14])[C:4]([F:13])([F:12])[C:5]([F:11])([F:10])[S:6]([O-:9])(=[O:8])=[O:7].C([O:22][C:23]1[CH:28]=[CH:27][C:26]([S+:29]([C:41]2[CH:46]=[CH:45][C:44]([O:47]CCCC)=[CH:43][CH:42]=2)[C:30]2[CH:35]=[CH:34][C:33]([O:36]CCCC)=[CH:32][CH:31]=2)=[CH:25][CH:24]=1)CCC.FC(F)(F)C(F)(F)C(F)(F)C(F)(F)S(O)(=O)=O>C(O)C.CN(C)C=O>[F:17][C:2]([F:1])([F:16])[C:3]([F:14])([F:15])[C:4]([F:12])([F:13])[C:5]([F:10])([F:11])[S:6]([O-:9])(=[O:8])=[O:7].[OH:22][C:23]1[CH:28]=[CH:27][C:26]([S+:29]([C:41]2[CH:46]=[CH:45][C:44]([OH:47])=[CH:43][CH:42]=2)[C:30]2[CH:35]=[CH:34][C:33]([OH:36])=[CH:32][CH:31]=2)=[CH:25][CH:24]=1 |f:0.1,5.6|. Procedure: A solution of 62.2 g (0.08 mol) of tris-(4-butoxyphenyl) sulfonium nonafluorobutane sulfonate and 2.40 g (0.008 mol) of nonafluorobutane sulfonic acid in 200 ml of ethanol was refluxed for 8 hours with stirring. After evaporation of the solvent, the crude product of tris-(4-hydroxyphenyl) sulfonium nonafluorobutane sulfonate (yield about 100%) was dissolved in 160 g of N,N-dimethylformamide and reacted with 55.4 g (0.40 mol) of anhydrous potassium carbonate and 60.3 g (0.40 mol) of t-butyl chlor... The reactants are C(C=CC1=CC=CC=C1)N1C(NC(C(=C1OC1=CC(=CC(=C1)C)C)C(C)C)=O)=O (1-cinnamyl-5-isopropyl-6-(3,5-dimethylphenoxy)-2,4-pyrimidinedione), C1(=CC=CC=C1)C#CCN1C(NC(C(=C1OC1=CC(=CC(=C1)C)C)C(C)C)=O)=O (1-(3-phenyl-2-propynyl)-5-isopropyl-6-(3,5-dimethylphenoxy)-2,4-pyrimidinedione), COC(=O)C=CCN1C(NC(C(=C1OC1=CC(=CC(=C1)C)C)C(C)C)=O)=O (1-(methoxycarbonylallyl)-5-isopropyl-6-(3,5-dimethylphenoxy)-2,4-pyrimidinedione), C(C#CC)N1C(NC(C(=C1OC1=CC(=CC(=C1)C)C)C(C)C)=O)=O (1-(2-butynyl)-5-isopropyl-6-(3,5-dimethylphenoxy)-2,4-pyrimidinedione). Yields the product C(C=CC)N1C(NC(C(=C1OC1=CC(=CC(=C1)C)C)C(C)C)=O)=O (1-(2-butenyl)-5-isopropyl-6-(3,5-dimethylphenoxy)-2,4-pyrimidinedione). Reaction SMILES: [CH2:1]([N:10]1[C:15]([O:16][C:17]2[CH:22]=[C:21]([CH3:23])[CH:20]=[C:19]([CH3:24])[CH:18]=2)=[C:14]([CH:25]([CH3:27])[CH3:26])[C:13](=[O:28])[NH:12][C:11]1=[O:29])[CH:2]=[CH:3][C:4]1C=CC=CC=1.COC(C=CCN1C(OC2C=C(C)C=C(C)C=2)=C(C(C)C)C(=O)NC1=O)=O.C(N1C(OC2C=C(C)C=C(C)C=2)=C(C(C)C)C(=O)NC1=O)C#CC.C1(C#CCN2C(OC3C=C(C)C=C(C)C=3)=C(C(C)C)C(=O)NC2=O)C=CC=CC=1>>[CH2:1]([N:10]1[C:15]([O:16][C:17]2[CH:18]=[C:19]([CH3:24])[CH:20]=[C:21]([CH3:23])[CH:22]=2)=[C:14]([CH:25]([CH3:26])[CH3:27])[C:13](=[O:28])[NH:12][C:11]1=[O:29])[CH:2]=[CH:3][CH3:4]. Reported procedure: 1-cinnamyl-5-isopropyl-6-(3,5-dimethylphenoxy)-2,4-pyrimidinedione; 1-(methoxycarbonylallyl)-5-isopropyl-6-(3,5-dimethylphenoxy)-2,4-pyrimidinedione; 1-(2-butynyl)-5-isopropyl-6-(3,5-dimethylphenoxy)-2,4-pyrimidinedione; and 1-(3-phenyl-2-propynyl)-5-isopropyl-6-(3,5-dimethylphenoxy)-2,4-pyrimidinedione. Starting materials: [Si](C)(C)(C(C)(C)C)OCC[C@@H]1OCCC2=C1C=CC(=C2)N2S(CCC2)(=O)=O (2-[(1S)-1-(2-{[tert-butyl(dimethyl)silyl]oxy}ethyl)-3,4-dihydro-1H-2-benzopyran-6-yl]isothiazolidine 1,1-dioxide), OCC[C@@H]1OCCC2=C1C=CC(=C2)C(=O)N ((1S)-1-(2-hydroxyethyl)-3,4-dihydro-1H-2-benzopyran-6-carboxamide). Yields the product O=S1(N(CCC1)C=1C=CC2=C(CCO[C@H]2CCO)C1)=O (2-[(1S)-6-(1,1-Dioxido-2-isothiazolidinyl)-3,4-dihydro-1H-2-benzopyran-1-yl]ethanol). RXN SMILES: [Si]([O:8][CH2:9][CH2:10][C@H:11]1[C:16]2[CH:17]=[CH:18][C:19]([N:21]3[CH2:25][CH2:24][CH2:23][S:22]3(=[O:27])=[O:26])=[CH:20][C:15]=2[CH2:14][CH2:13][O:12]1)(C(C)(C)C)(C)C.OCC[C@H]1C2C=CC(C(N)=O)=CC=2CCO1>>[O:27]=[S:22]1(=[O:26])[CH2:23][CH2:24][CH2:25][N:21]1[C:19]1[CH:18]=[CH:17][C:16]2[C@H:11]([CH2:10][CH2:9][OH:8])[O:12][CH2:13][CH2:14][C:15]=2[CH:20]=1. Reported procedure: Prepared from 2-[(1S)-1-(2-{[tert-butyl(dimethyl)silyl]oxy}ethyl)-3,4-dihydro-1H-2-benzopyran-6-yl]isothiazolidine 1,1-dioxide, as described for the preparation of (1S)-1-(2-hydroxyethyl)-3,4-dihydro-1H-2-benzopyran-6-carboxamide.